From a dataset of the Open Reaction Database (ORD), a public repository of structured organic reaction records. describe an organic reaction: reactants, conditions, products, and yield Starting materials: [OH-].[Na+] (sodium hydroxide), O (water), CC=1C(=C(C=C(C1)C)O)CC=C (3,5-Dimethyl-2-(2-propen-1-yl)-phenol), ClC(F)F (chlorodifluoromethane). Reagents/catalysts: [Br-].C(CCC)[N+](CCCC)(CCCC)CCCC (tetrabutyl-ammonium bromide). The solvent is C1(=CC=CC=C1)C (toluene). Reaction conditions: temperature 90 celsius. Product: FC(F)OC1=C(C(=CC(=C1)C)C)CC=C (3,5-Dimethyl-2-(2-propen-1-yl)-phenyl Difluoromethyl Ether). RXN SMILES: [OH-].[Na+].[CH3:3][C:4]1[C:5]([CH2:12][CH:13]=[CH2:14])=[C:6]([OH:11])[CH:7]=[C:8]([CH3:10])[CH:9]=1.Cl[CH:16]([F:18])[F:17].O>[Br-].C([N+](CCCC)(CCCC)CCCC)CCC.C1(C)C=CC=CC=1>[F:17][CH:16]([O:11][C:6]1[CH:7]=[C:8]([CH3:10])[CH:9]=[C:4]([CH3:3])[C:5]=1[CH2:12][CH:13]=[CH2:14])[F:18] |f:0.1,5.6|. Procedure: 125 g of 45% strength sodium hydroxide solution and 10 g of tetrabutyl-ammonium bromide were metered into 100 g of 3,5-dimethyl-2-(2-propen-1-yl)-phenol (C) in 700 ml of toluene. The mixture was heated to 90° C., and 110 g of chlorodifluoromethane were subsequently passed in. After the mixture had cooled to room temperature, 300 ml of water were added, and the toluene phase was separated off. The aqueous phase was extracted twice using 200 ml of tert-butyl methyl ether, and the combined organic ... Reactants: COCC(=O)Cl (methoxyacetyl chloride), N(N)C=1N=NC(=CC1)C1=CC(=CC=C1)C(F)(F)F (3-hydrazino-6-[3-(trifluoromethyl)phenyl]pyridazine). Solvent: O1CCOCC1 (dioxane). Yields the product COCC1=NN=C2N1N=C(C=C2)C2=CC(=CC=C2)C(F)(F)F (3-(Methoxymethyl)-6-[3-(trifluoromethyl)-phenyl]-1,2,4-triazolo[4,3-b]pyridazine). Reaction SMILES: [NH:1]([C:3]1[N:4]=[N:5][C:6]([C:9]2[CH:14]=[CH:13][CH:12]=[C:11]([C:15]([F:18])([F:17])[F:16])[CH:10]=2)=[CH:7][CH:8]=1)[NH2:2].[CH3:19][O:20][CH2:21][C:22](Cl)=O>O1CCOCC1>[CH3:19][O:20][CH2:21][C:22]1[N:4]2[N:5]=[C:6]([C:9]3[CH:14]=[CH:13][CH:12]=[C:11]([C:15]([F:18])([F:17])[F:16])[CH:10]=3)[CH:7]=[CH:8][C:3]2=[N:1][N:2]=1. Procedure details: To a mixture of 0.02 mole of 3-hydrazino-6-[3-(trifluoromethyl)phenyl]pyridazine in 50 ml. of dioxane is added 0.01 mole of methoxyacetyl chloride. The mixture is heated at reflux temperature for 4 hours, then is filtered. The filtrate is evaporated and the residue is crystallized from dichloromethane-hexane to give the product of the Example, m.p. 149°-150° C. The reactants are COC1=CC=C(C=C1)N (p-Anisidine), C1(CCCC1)=O (Cyclopentanone), C(C)(=O)O (Acetic acid), C(#N)[BH3-].[Na+] (Sodium cyanoborohydride). Solvent: CO (Methanol), C1CCOC1 (THF). Run at time 18 hour. Product: C1(CCCC1)NC1=CC=C(C=C1)OC (Cyclopentyl-(4-methoxy-phenyl)-amine). Reaction SMILES: [CH3:1][O:2][C:3]1[CH:8]=[CH:7][C:6]([NH2:9])=[CH:5][CH:4]=1.[C:10]1(=O)[CH2:14][CH2:13][CH2:12][CH2:11]1.C(O)(=O)C.C([BH3-])#N.[Na+]>CO.C1COCC1>[CH:10]1([NH:9][C:6]2[CH:7]=[CH:8][C:3]([O:2][CH3:1])=[CH:4][CH:5]=2)[CH2:14][CH2:13][CH2:12][CH2:11]1 |f:3.4|. Procedure details: To a stirred solution of 7.00 g (56.8 mmol) p-Anisidine, 9.56 g (114 mmol, 2.0 equiv) Cyclopentanone, and 4.10 g (68.2 mmol, 1.2 equiv) Acetic acid in 145 mL Methanol is added 125 mL (125 mmol, 2.2 equiv) 1N Sodium cyanoborohydride in THF and stirred 18 h at ambient temperature. The reaction mixture is concentrated in vacuo and the residue taken into 200 mL EtOAc, washed with H2O (150 mL), dried (MgSO4), filtered and concentrated in vacuo to give crude Cyclopentyl-(4-methoxy-phenyl)-amine as a b... Starting materials: O1C(OCC1)CC[C@@H]1CC[C@H](CC1)[C@@H]1CC[C@H](CC1)CO ((trans-4-[trans-4-(2-(1,3-dioxolan-2-yl)ethyl)cyclohexyl]cyclohexyl ]methanol), C1(=CC=C(C=C1)S(=O)(=O)Cl)C (p-toluenesulfonyl chloride). Solvent: C(Cl)Cl (methylene chloride), N1=CC=CC=C1 (pyridine). Reaction conditions: time 15 hour. Product: C1(=CC=C(C=C1)S(=O)(=O)OC[C@@H]1CC[C@H](CC1)[C@@H]1CC[C@H](CC1)CCC1OCCO1)C ([trans-4-[trans-4-(2-(1,3-dioxolan-2-yl)ethyl ]cyclohexyl]cyclohexyl]methyl p-toluenesulfonate). Reaction SMILES: [O:1]1[CH2:5][CH2:4][O:3][CH:2]1[CH2:6][CH2:7][C@H:8]1[CH2:13][CH2:12][C@H:11]([C@H:14]2[CH2:19][CH2:18][C@H:17]([CH2:20][OH:21])[CH2:16][CH2:15]2)[CH2:10][CH2:9]1.[C:22]1([CH3:32])[CH:27]=[CH:26][C:25]([S:28](Cl)(=[O:30])=[O:29])=[CH:24][CH:23]=1>N1C=CC=CC=1.C(Cl)Cl>[C:22]1([CH3:32])[CH:27]=[CH:26][C:25]([S:28]([O:21][CH2:20][C@H:17]2[CH2:18][CH2:19][C@H:14]([C@H:11]3[CH2:10][CH2:9][C@H:8]([CH2:7][CH2:6][CH:2]4[O:3][CH2:4][CH2:5][O:1]4)[CH2:13][CH2:12]3)[CH2:15][CH2:16]2)(=[O:30])=[O:29])=[CH:24][CH:23]=1. Procedure details: A solution of 2.96 g of crude (trans-4-[trans-4-(2-(1,3-dioxolan-2-yl)ethyl)cyclohexyl]cyclohexyl ]methanol in 20 ml of dry pyridine is treated at 0° C. with 2.1 g of p-toluenesulfonyl chloride. The mixture is stirred at room temperature for 15 hours, then diluted with 200 ml of methylene chloride and washed several times with water. The organic phase is dried over magnesium sulfate, filtered and evaporated. Chromatographic purification of the resulting crude product on silica gel with ethyl ace...